This data is from the Open Reaction Database (ORD), a public repository of structured organic reaction records. The task is: describe an organic reaction: reactants, conditions, products, and yield Starting materials: Cl, Cl[Cu], O=N[O-], COC(=O)c1ccc2sc(N)nc2c1C, [Na+], O, O=P(O)(O)O. Yields the product COC(=O)c1ccc2sc(Cl)nc2c1C. RXN SMILES: [ClH:20].[Cu:27][Cl:28].[N:1]([O-:2])=[O:3].[NH2:5][c:6]1[s:7][c:8]2[c:9]([n:10]1)[c:11]([CH3:19])[c:12]([C:15](=[O:16])[O:17][CH3:18])[cH:13][cH:14]2.[Na+:4].[OH2:21].[P:22](=[O:23])([OH:24])([OH:25])[OH:26]>>[c:6]1([Cl:20])[s:7][c:8]2[c:9]([n:10]1)[c:11]([CH3:19])[c:12]([C:15](=[O:16])[O:17][CH3:18])[cH:13][cH:14]2.